Dataset: the Open Reaction Database (ORD), a public repository of structured organic reaction records. Task: describe an organic reaction: reactants, conditions, products, and yield The reactants are CCOC(C)=O, O=C1CN(C(=O)c2ccc(Cl)cc2)Cc2ccccc2N1, Fc1ccc(CCl)cc1, [H-], [Na+], CN(C)C=O. The product is O=C(c1ccc(Cl)cc1)N1CC(=O)N(Cc2ccc(F)cc2)c2ccccc2C1. As a reaction SMILES: [CH3:33][CH2:34][O:35][C:36](=[O:37])[CH3:38].[Cl:1][c:2]1[cH:3][cH:4][c:5]([C:6](=[O:7])[N:8]2[CH2:9][C:10](=[O:19])[NH:11][c:12]3[c:13]([cH:15][cH:16][cH:17][cH:18]3)[CH2:14]2)[cH:20][cH:21]1.[F:24][c:25]1[cH:26][cH:27][c:28]([CH2:29][Cl:30])[cH:31][cH:32]1.[H-:22].[Na+:23].[O:39]=[CH:40][N:41]([CH3:42])[CH3:43]>>[Cl:1][c:2]1[cH:3][cH:4][c:5]([C:6](=[O:7])[N:8]2[CH2:9][C:10](=[O:19])[N:11]([CH2:29][c:28]3[cH:27][cH:26][c:25]([F:24])[cH:32][cH:31]3)[c:12]3[c:13]([cH:15][cH:16][cH:17][cH:18]3)[CH2:14]2)[cH:20][cH:21]1.